From a dataset of the Open Reaction Database (ORD), a public repository of structured organic reaction records. describe an organic reaction: reactants, conditions, products, and yield Starting materials: COC(C1=C(C(=CC(=C1)CO)C)N(S(=O)(=O)C1=CC=C(C=C1)OC)CC1=CC=CC=C1)=O (2-[Benzyl-(4-methoxy-benzenesulfonyl)-amino]-5-hydroxymethyl-3-methyl-benzoicacid methyl ester), C(Br)(Br)(Br)Br (carbon tetrabromide), C1(=CC=CC=C1)P(C1=CC=CC=C1)C1=CC=CC=C1 (triphenyl phosphine). The solvent is ClCCl (dichloromethane). Conditions: time 15 minute. The product is COC(C1=C(C(=CC(=C1)CBr)C)N(S(=O)(=O)C1=CC=C(C=C1)OC)CC1=CC=CC=C1)=O (2-[Benzyl-(4-methoxy-benzenesulfonyl)-amino]-5-bromomethyl-3-methyl-benzoic acid methyl ester). Yield: 89.5%. As a reaction SMILES: [CH3:1][O:2][C:3](=[O:32])[C:4]1[CH:9]=[C:8]([CH2:10]O)[CH:7]=[C:6]([CH3:12])[C:5]=1[N:13]([CH2:25][C:26]1[CH:31]=[CH:30][CH:29]=[CH:28][CH:27]=1)[S:14]([C:17]1[CH:22]=[CH:21][C:20]([O:23][CH3:24])=[CH:19][CH:18]=1)(=[O:16])=[O:15].C(Br)(Br)(Br)[Br:34].C1(P(C2C=CC=CC=2)C2C=CC=CC=2)C=CC=CC=1>ClCCl>[CH3:1][O:2][C:3](=[O:32])[C:4]1[CH:9]=[C:8]([CH2:10][Br:34])[CH:7]=[C:6]([CH3:12])[C:5]=1[N:13]([CH2:25][C:26]1[CH:31]=[CH:30][CH:29]=[CH:28][CH:27]=1)[S:14]([C:17]1[CH:22]=[CH:21][C:20]([O:23][CH3:24])=[CH:19][CH:18]=1)(=[O:16])=[O:15]. Reported procedure: To a 0° C. solution of 1.08 g (2.37 mmol) of the product of Example 278 and 983 mg (2.96 mmol) of carbon tetrabromide in 24 ml of dichloromethane was added 933 mg (3.55 mmol) of triphenyl phosphine. The resulting mixture was stirred for 15 min and then concentrated in vacu. The residue was chromatographed on silica gel using EtOAc:Hexane (1:6) as eluant to provide 1.1 g (96%) of the desired product as a white crystalline solid. Electrospray Mass Spec 520 (M+H). The reactants are [BH4-].[Na+] (Sodium borohydride), N[C@@H](CC(=O)OC)C1=CC=C(C=C1)C#N ((S)-methyl 3-amino-3-(4-cyanophenyl)propanoate). The solvent is CO (methanol). Conditions: temperature 20 celsius, time 24 hour. Yields the product N[C@@H](CCO)C1=CC=C(C#N)C=C1 ((S)-4-(1-amino-3-hydroxypropyl)benzonitrile). Isolated yield 19.1%. As a reaction SMILES: [BH4-].[Na+].[NH2:3][C@H:4]([C:10]1[CH:15]=[CH:14][C:13]([C:16]#[N:17])=[CH:12][CH:11]=1)[CH2:5][C:6](OC)=[O:7]>CO>[NH2:3][C@H:4]([C:10]1[CH:11]=[CH:12][C:13]([C:16]#[N:17])=[CH:14][CH:15]=1)[CH2:5][CH2:6][OH:7] |f:0.1|. Reported procedure: Sodium borohydride (1.039 mL, 29.48 mmol) was added portionwise to (S)-methyl 3-amino-3-(4-cyanophenyl)propanoate (2.23 g, 10.92 mmol) in methanol (20 mL) at 0° C. over a period of 5 minutes. The resulting solution was stirred at 20° C. for 24 hours. The reaction mixture was quenched with saturated NaHCO3 (50 mL), extracted with EtOAc (3×100 mL), the organic layer was washed with saturated brine (75 mL), dried over MgSO4, filtered and evaporated to afford crude product. The crude product was pur... The product is C1=C(C=CC2=CC=CC=C12)OCCS(=O)(=O)C1=CC=C(C=C1)C(C(=O)O)=O (4-[[2-(2-naphthalenyloxy)ethyl]sulfonyl]-alpha-oxobenzeneacetic acid). The yield is 53.2%. Procedure: A solution of 4-[[2-(2-naphthalenyloxy)ethyl]sulfonyl]-alpha-oxobenzeneacetic acid methyl ester (0.76 g) in warm methanol (5 mL) and tetrahydrofuran (5 mL) was treated with 1N sodium hydroxide (2.1 mL) and after 10 minutes the mixture was diluted with water and concentrated to remove the organic solvents. The residue was acidified with excess hydrochloric acid and extracted with dichloromethane containing a little tetrahydrofuran. The organic layer was washed with water, dried (Na2SO4), filtered... Starting materials: COC(C(C1=CC=C(C=C1)S(=O)(=O)CCOC1=CC2=CC=CC=C2C=C1)=O)=O (4-[[2-(2-naphthalenyloxy)ethyl]sulfonyl]-alpha-oxobenzeneacetic acid methyl ester), [OH-].[Na+] (sodium hydroxide). Solvent: CO (methanol), O1CCCC1 (tetrahydrofuran), O (water). RXN SMILES: C[O:2][C:3](=[O:28])[C:4](=[O:27])[C:5]1[CH:10]=[CH:9][C:8]([S:11]([CH2:14][CH2:15][O:16][C:17]2[CH:26]=[CH:25][C:24]3[C:19](=[CH:20][CH:21]=[CH:22][CH:23]=3)[CH:18]=2)(=[O:13])=[O:12])=[CH:7][CH:6]=1.[OH-].[Na+]>CO.O1CCCC1.O>[CH:18]1[C:19]2[C:24](=[CH:23][CH:22]=[CH:21][CH:20]=2)[CH:25]=[CH:26][C:17]=1[O:16][CH2:15][CH2:14][S:11]([C:8]1[CH:9]=[CH:10][C:5]([C:4](=[O:27])[C:3]([OH:28])=[O:2])=[CH:6][CH:7]=1)(=[O:12])=[O:13] |f:1.2|. Product: CCc1cc2c(cc1Cl)NC(=O)CN2. RXN SMILES: [CH3:24][CH2:25][OH:26].[Cl:2][c:3]1[cH:4][c:5]([N+:16]([O-:17])=[O:18])[c:6]([NH:11][CH2:12][C:13](=[O:14])[OH:15])[cH:7][c:8]1[CH2:9][CH3:10].[Na:1].[OH2:19].[OH2:20].[Sn:21]([Cl:22])[Cl:23]>>[Cl:2][c:3]1[cH:4][c:5]2[c:6]([cH:7][c:8]1[CH2:9][CH3:10])[NH:11][CH2:12][C:13](=[O:14])[NH:16]2. Starting materials: CCO, CCc1cc(NCC(=O)O)c([N+](=O)[O-])cc1Cl, [Na], O, O, Cl[Sn]Cl. Reactants: C#CCc1ccc(CCCCCCCC)cc1, O=C(O)CCCCl, [Li], [Li], [NH2-], N, O=S(=O)([O-])[O-]. Yields the product CCCCCCCCc1ccc(CC#CCCCC(=O)O)cc1. RXN SMILES: [CH2:17]([CH2:18][CH2:19][CH2:20][CH2:21][CH2:22][CH2:23][CH3:24])[c:25]1[cH:26][cH:27][c:28]([CH2:29][C:30]#[CH:31])[cH:32][cH:33]1.[Cl:10][CH2:11][CH2:12][CH2:13][C:14](=[O:15])[OH:16].[Li:1].[Li:4].[NH2-:2].[NH3:3].[O-:5][S:6](=[O:7])(=[O:8])[O-:9]>>[CH2:11]([CH2:12][CH2:13][C:14](=[O:15])[OH:16])[C:31]#[C:30][CH2:29][c:28]1[cH:27][cH:26][c:25]([CH2:17][CH2:18][CH2:19][CH2:20][CH2:21][CH2:22][CH2:23][CH3:24])[cH:33][cH:32]1. As a reaction SMILES: [CH2:22]([Cl:23])[Cl:24].[OH:1][c:2]1[c:3]([C:19]([CH3:20])=[O:21])[cH:4][cH:5][c:6]([O:11][CH2:12][CH2:13][CH2:14][C:15]#[C:16][CH2:17][OH:18])[c:7]1[CH2:8][CH2:9][CH3:10]>>[OH:1][c:2]1[c:3]([C:19]([CH3:20])=[O:21])[cH:4][cH:5][c:6]([O:11][CH2:12][CH2:13][CH2:14][C:15]#[C:16][CH:17]=[O:18])[c:7]1[CH2:8][CH2:9][CH3:10]. The reactants are ClCCl, CCCc1c(OCCCC#CCO)ccc(C(C)=O)c1O. Product: CCCc1c(OCCCC#CC=O)ccc(C(C)=O)c1O. The reactants are [Cl-].[NH4+] (ammonium chloride), CS(=O)(=O)C1=CC=C(OC=2C(=CC3=C(N=C(N3)C3=NC=CC=C3)C2)N2C(CCC2)C(C)O)C=C1 (1-(1-(6-(4-Methanesulfonyl-phenoxy)-2-pyridin-2-yl-3H-benzimidazol-5-yl)-pyrrolidin-2-yl)-ethanol), C(C(=O)Cl)(=O)Cl (oxalyl chloride), CS(=O)C (dimethylsulfoxide), diastereomer mixture. Run in C(Cl)Cl (methylene chloride), C(Cl)Cl (methylene chloride), C(C)N(CC)CC (triethylamine). Reaction conditions: temperature -78 celsius, time 10 minute. Product: CS(=O)(=O)C1=CC=C(OC=2C(=CC3=C(N=C(N3)C3=NC=CC=C3)C2)N2C(CCC2)C(C)=O)C=C1 (1-(1-(6-(4-Methanesulfonyl-phenoxy)-2-pyridin-2-yl-3H-benzimidazol-5-yl)-pyrrolidin-2-yl)-ethanone). As a reaction SMILES: C(Cl)(=O)C(Cl)=O.CS(C)=O.[CH3:11][S:12]([C:15]1[CH:44]=[CH:43][C:18]([O:19][C:20]2[C:21]([N:35]3[CH2:39][CH2:38][CH2:37][CH:36]3[CH:40]([OH:42])[CH3:41])=[CH:22][C:23]3[NH:27][C:26]([C:28]4[CH:33]=[CH:32][CH:31]=[CH:30][N:29]=4)=[N:25][C:24]=3[CH:34]=2)=[CH:17][CH:16]=1)(=[O:14])=[O:13].[Cl-].[NH4+]>C(N(CC)CC)C.C(Cl)Cl>[CH3:11][S:12]([C:15]1[CH:16]=[CH:17][C:18]([O:19][C:20]2[C:21]([N:35]3[CH2:39][CH2:38][CH2:37][CH:36]3[C:40](=[O:42])[CH3:41])=[CH:22][C:23]3[NH:27][C:26]([C:28]4[CH:33]=[CH:32][CH:31]=[CH:30][N:29]=4)=[N:25][C:24]=3[CH:34]=2)=[CH:43][CH:44]=1)(=[O:14])=[O:13] |f:3.4|. Reported procedure: 0.080 ml of oxalyl chloride and 0.087 ml of dimethylsulfoxide were added in order to 3 ml of methylene chloride at −78° C., and the reaction liquid was stirred at −78° C. for 10 minutes, and then a methylene chloride (2 ml) solution of 146 mg of the diastereomer mixture of 1-(1-(6-(4-methanesulfonyl-phenoxy)-2-pyridin-2-yl-3H-benzimidazol-5-yl)-pyrrolidin-2-yl)-ethanol obtained in Examples 354 and 355, at −78° C. The reaction liquid was stirred at −78° C. for 30 minutes, and 0.42 ml of triethyla... The solvent is ClCCCl (1,2-dichloroethane). The yield is 73.1%. As a reaction SMILES: [Cl:1][C:2]1[CH:3]=[C:4]([CH:9]([O:14][C:15]2[CH:20]=[CH:19][C:18]([NH:21][C:22]([NH:24][C:25](=[O:34])[C:26]3[C:31]([F:32])=[CH:30][CH:29]=[CH:28][C:27]=3[F:33])=[O:23])=[CH:17][N:16]=2)[C:10]([F:13])([F:12])[F:11])[CH:5]=[CH:6][C:7]=1[Cl:8].[C:35](Cl)(=[O:39])[C:36](Cl)=[O:37]>ClCCCl>[F:33][C:27]1[CH:28]=[CH:29][CH:30]=[C:31]([F:32])[C:26]=1[C:25]([N:24]1[C:36](=[O:37])[C:35](=[O:39])[N:21]([C:18]2[CH:19]=[CH:20][C:15]([O:14][CH:9]([C:4]3[CH:5]=[CH:6][C:7]([Cl:8])=[C:2]([Cl:1])[CH:3]=3)[C:10]([F:12])([F:11])[F:13])=[N:16][CH:17]=2)[C:22]1=[O:23])=[O:34]. The reactants are ClC=1C=C(C=CC1Cl)C(C(F)(F)F)OC1=NC=C(C=C1)NC(=O)NC(C1=C(C=CC=C1F)F)=O (N-[[[2-[1-(3,4-dichlorophenyl)-2,2,2-trifluoroethoxy]pyridin-5-yl]amino]carbonyl]2,6-difluorobenzamide), C(C(=O)Cl)(=O)Cl (oxalyl chloride), C(C(=O)Cl)(=O)Cl (oxalyl chloride). Procedure details: To a stirred solution of N-[[[2-[1-(3,4-dichlorophenyl)-2,2,2-trifluoroethoxy]pyridin-5-yl]amino]carbonyl]2,6-difluorobenzamide (1.0 g, 0.002 mole) in 1,2-dichloroethane (10 ml) was added oxalyl chloride (0.24 g, 0.0020 mole). This mixture was heated at reflux for five days. Additional oxalyl chloride (0.24 g) was added, and refluxing was continued for one more day. The solvent was removed from the reaction mixture by distillation under reduced pressure, leaving an oil. This oil was purified by ... The product is FC1=C(C(=CC=C1)F)C(=O)N1C(N(C(C1=O)=O)C=1C=CC(=NC1)OC(C(F)(F)F)C1=CC(=C(C=C1)Cl)Cl)=O (1-[(2,6-difluorophenyl)carbonyl]-3-[2-[1-(3,4-dichlorphenyl)2,2,2-trifluoroethoxy]pyridin-5-yl]imidazolidinetrione).